This data is from the Open Reaction Database (ORD), a public repository of structured organic reaction records. The task is: describe an organic reaction: reactants, conditions, products, and yield Yields the product C1(=CC=CC=C1)C#CC(=O)OC (methyl phenylpropiolate). Reported procedure: A solution of phenylacetylene (10, 2 mmol), chlorohydroquinone(HQ-Cl) (0.4 mmol), molybdovanadophosphate (NPMoV) (35 mg) and palladium (II) acetate (50 mg) in methanol (10 mL) is stirred under CO/O2 (10 atm/0.5 atm) at 25° C. for 15 h. The reaction is then quenched with wet ether and the product is extracted with n-hexane. After removal of the solvent under reduced pressure, the product is isolated by column chromatography over silica gel (hexane:ethyl acetate 5:1) to give pure methyl phenylprop... The reactants are C1(=CC=CC=C1)C#C (phenylacetylene), ClC1=C(O)C=CC(=C1)O (chlorohydroquinone), CO (methanol). Reaction SMILES: [C:1]1([C:7]#[CH:8])[CH:6]=[CH:5][CH:4]=[CH:3][CH:2]=1.ClC1C=[C:15]([OH:17])C=CC=1O.[CH3:18][OH:19]>C([O-])(=O)C.[Pd+2].C([O-])(=O)C>[C:1]1([C:7]#[C:8][C:18]([O:17][CH3:15])=[O:19])[CH:6]=[CH:5][CH:4]=[CH:3][CH:2]=1 |f:3.4.5|. The reagents and catalysts are C(C)(=O)[O-].[Pd+2].C(C)(=O)[O-] (palladium (II) acetate). The reactants are CO, CN1CCc2ccc([N+](=O)[O-])cc2C1, Cl. Yields the product CN1CCc2ccc(N)cc2C1, Cl. RXN SMILES: [CH3:16][OH:17].[CH3:2][N:3]1[CH2:4][c:5]2[cH:6][c:7]([N+:13]([O-:14])=[O:15])[cH:8][cH:9][c:10]2[CH2:11][CH2:12]1.[ClH:1]>>[CH3:2][N:3]1[CH2:4][c:5]2[cH:6][c:7]([NH2:13])[cH:8][cH:9][c:10]2[CH2:11][CH2:12]1.[ClH:1]. Reactants: SC1=NC=CC=C1 (2-mercaptopyridine), ClC=1C=CC(=C(C1)N(C(OC(C)(C)C)=O)C)[N+](=O)[O-] (t-butyl N-(5-chloro-2-nitrophenyl)-N-methylcarbamate), [H-].[Na+] (sodium hydride). The solvent is CN(C=O)C (N,N-dimethylformamide). Yields the product CN(C(OC(C)(C)C)=O)C1=C(C=CC(=C1)SC1=NC=CC=C1)[N+](=O)[O-] (t-Butyl N-methyl-N-[2-nitro-5-(pyridin-2-ylthio)phenyl]carbamate). Isolated yield 39.1%. As a reaction SMILES: [SH:1][C:2]1[CH:7]=[CH:6][CH:5]=[CH:4][N:3]=1.Cl[C:9]1[CH:10]=[CH:11][C:12]([N+:24]([O-:26])=[O:25])=[C:13]([N:15]([CH3:23])[C:16](=[O:22])[O:17][C:18]([CH3:21])([CH3:20])[CH3:19])[CH:14]=1.[H-].[Na+]>CN(C)C=O>[CH3:23][N:15]([C:13]1[CH:14]=[C:9]([S:1][C:2]2[CH:7]=[CH:6][CH:5]=[CH:4][N:3]=2)[CH:10]=[CH:11][C:12]=1[N+:24]([O-:26])=[O:25])[C:16](=[O:22])[O:17][C:18]([CH3:21])([CH3:19])[CH3:20] |f:2.3|. Procedure: In a similar manner to that described in Reference Example 6, a reaction was carried out using 2-mercaptopyridine (0.89 g), t-butyl N-(5-chloro-2-nitrophenyl)-N-methylcarbamate (2.29 g), sodium hydride (55 wt. %, 0.11 g) and anhydrous N,N-dimethylformamide (40 ml) and the reaction mixture was purified to give the title compound (1.13 g).